This data is from the Open Reaction Database (ORD), a public repository of structured organic reaction records. The task is: describe an organic reaction: reactants, conditions, products, and yield Reactants: O=C1CCN(CC1)C(=O)OC(C)(C)C (tert-butyl 4-oxopiperidine-1-carboxylate), C(C)NCC (diethylamine). Reagents/catalysts: [Pd] (palladium on carbon). The solvent is CO (methanol). Reaction conditions: time 16 hour. Yields the product C(C)N(C1CCN(CC1)C(=O)OC(C)(C)C)CC (tert-butyl 4-(diethylamino)piperidine-1-carboxylate). RXN SMILES: O=[C:2]1[CH2:7][CH2:6][N:5]([C:8]([O:10][C:11]([CH3:14])([CH3:13])[CH3:12])=[O:9])[CH2:4][CH2:3]1.[CH2:15]([NH:17][CH2:18][CH3:19])[CH3:16]>CO.[Pd]>[CH2:15]([N:17]([CH2:18][CH3:19])[CH:2]1[CH2:7][CH2:6][N:5]([C:8]([O:10][C:11]([CH3:14])([CH3:13])[CH3:12])=[O:9])[CH2:4][CH2:3]1)[CH3:16]. Procedure details: Under a nitrogen atmosphere, to a solution of tert-butyl 4-oxopiperidine-1-carboxylate (5.0 g, 0.025 mol) and diethylamine (9.1 mL, 0.090 mol) in methanol (40 mL), 10% palladium on carbon (0.50 g) was added at ambient temperature. The reaction mixture was agitated under a hydrogen atmosphere at ambient temperature for 16 h. Palladium on carbon was removed by filtration with Celite and the solvent was removed under reduced pressure, then the residue was purified by chromatography on silica gel(di... RXN SMILES: [CH3:1][O:2][c:3]1[cH:4][cH:5][c:6]([OH:9])[cH:7][cH:8]1.[CH3:21][C:22]([CH3:23])([C:24]#[CH:25])[OH:26].[CH3:42][C:43]#[N:44].[Cl-:40].[Cl:45][Cu:46].[F:27][C:28]([F:29])([F:30])[C:31]([O:32][C:33](=[O:34])[C:35]([F:36])([F:37])[F:38])=[O:39].[N:10]12[CH2:11][CH2:12][CH2:13][NH:14][CH:15]1[CH2:16][CH2:17][CH2:18][CH:19]=[CH:20]2.[NH4+:41]>>[CH3:1][O:2][c:3]1[cH:4][cH:5][c:6]([O:26][C:22]([CH3:21])([CH3:23])[C:24]#[CH:25])[cH:7][cH:8]1. The product is C#CC(C)(C)Oc1ccc(OC)cc1. Reactants: COc1ccc(O)cc1, C#CC(C)(C)O, CC#N, [Cl-], Cl[Cu], O=C(OC(=O)C(F)(F)F)C(F)(F)F, C1=CN2CCCNC2CCC1, [NH4+]. The reactants are C(C)OC(CC#N)=O (cyanoacetic acid ethyl ester), [H-].[Na+] (sodium hydride), C(C)OC(CC#N)=O (Cyanoacetic acid ethyl ester), [Na+].[I-] (NaI), BrC1=CC(=C(C(=C1)C)N1C(=C(C2=C1N=C(N=C2N2CCC(CC2)CCOS(=O)(=O)C)C)C)C)C (Methanesulfonic acid 2-{1-[7-(4-bromo-2,6-dimethyl-phenyl)-2,5,6-trimethyl-7H-pyrrolo[2,3-d]pyrimidin-4-yl]-piperidin-4-yl}-ethyl ester), OS(=O)(=O)[O-].[K+] (KHSO4). Run in C1CCOC1 (THF). Conditions: time 30 minute. Yields the product C(C)OC(C(CCC1CCN(CC1)C=1C2=C(N=C(N1)C)N(C(=C2C)C)C2=C(C=C(C=C2C)Br)C)C#N)=O (4-{1-[7-(4-bromo-2,6-dimethyl-phenyl)-2,5,6-trimethyl-7H-pyrrolo[2,3-d]pyrimidin-4-yl]-piperidin-4-yl}-2-cyano-butyric acid ethyl ester). Yield: 18.4%. As a reaction SMILES: [CH2:1]([O:3][C:4](=[O:8])[CH2:5][C:6]#[N:7])[CH3:2].[H-].[Na+].[Br:11][C:12]1[CH:17]=[C:16]([CH3:18])[C:15]([N:19]2[C:23]3[N:24]=[C:25]([CH3:41])[N:26]=[C:27]([N:28]4[CH2:33][CH2:32][CH:31]([CH2:34][CH2:35]OS(C)(=O)=O)[CH2:30][CH2:29]4)[C:22]=3[C:21]([CH3:42])=[C:20]2[CH3:43])=[C:14]([CH3:44])[CH:13]=1.[Na+].[I-].OS([O-])(=O)=O.[K+]>C1COCC1>[CH2:1]([O:3][C:4](=[O:8])[CH:5]([C:6]#[N:7])[CH2:35][CH2:34][CH:31]1[CH2:32][CH2:33][N:28]([C:27]2[C:22]3[C:21]([CH3:42])=[C:20]([CH3:43])[N:19]([C:15]4[C:16]([CH3:18])=[CH:17][C:12]([Br:11])=[CH:13][C:14]=4[CH3:44])[C:23]=3[N:24]=[C:25]([CH3:41])[N:26]=2)[CH2:29][CH2:30]1)[CH3:2] |f:1.2,4.5,6.7|. Procedure details: Under N2 atmosphere, to a solution of cyanoacetic acid ethyl ester (93 mg) in THF (3 mL) was added sodium hydride (33 mg) and the mixture was stirred for 30 minutes. Methanesulfonic acid 2-{1-[7-(4-bromo-2,6-dimethyl-phenyl)-2,5,6-trimethyl-7H-pyrrolo[2,3-d]pyrimidin-4-yl]-piperidin-4-yl}-ethyl ester (300 mg) was added, and the mixture was heated at reflux for 3 hours. Cyanoacetic acid ethyl ester (93 mg) was added, and the reaction mixture was heated at reflux for 1 hour. And then NaI (7 mg) wa... The product is CC1CN(CC(O1)C)C(=O)OC1=NN(C2=CC(=CC=C12)F)C(=O)N1CC(OC(C1)C)C (1-(2,6-Dimethylmorpholine-4-carbonyl)-6-fluoro-1H-indazol-3-yl 2,6-dimethyl-morpholine-4-carboxylate). Reported procedure: In analogy to example 1, 200 mg (1.315 mmol) of 6-fluoro-1H-indazol-3-ol were reacted with 280.3 mg (1.578 mmol) of 2,6-dimethylmorpholine-4-carbonyl chloride. Yield: 16 mg (3%), M+H+: 435.29. Reactants: FC1=CC=C2C(=NNC2=C1)O (6-fluoro-1H-indazol-3-ol), CC1CN(CC(O1)C)C(=O)Cl (2,6-dimethylmorpholine-4-carbonyl chloride). As a reaction SMILES: [F:1][C:2]1[CH:10]=[C:9]2[C:5]([C:6]([OH:11])=[N:7][NH:8]2)=[CH:4][CH:3]=1.[CH3:12][CH:13]1[O:18][CH:17]([CH3:19])[CH2:16][N:15]([C:20](Cl)=[O:21])[CH2:14]1>>[CH3:12][CH:13]1[O:18][CH:17]([CH3:19])[CH2:16][N:15]([C:20]([O:11][C:6]2[C:5]3[C:9](=[CH:10][C:2]([F:1])=[CH:3][CH:4]=3)[N:8]([C:20]([N:15]3[CH2:16][CH:17]([CH3:19])[O:18][CH:13]([CH3:12])[CH2:14]3)=[O:21])[N:7]=2)=[O:21])[CH2:14]1. RXN SMILES: C(OC([NH:8][C@H:9]([C:32]([OH:34])=[O:33])[CH2:10][CH2:11][CH2:12][CH2:13][NH:14][C:15]([O:17][CH2:18][CH:19]1[C:31]2[CH:30]=[CH:29][CH:28]=[CH:27][C:26]=2[C:25]2[C:20]1=[CH:21][CH:22]=[CH:23][CH:24]=2)=[O:16])=O)(C)(C)C.C(O)(C(F)(F)F)=O.C(Cl)Cl.FC(F)(F)C([O-])=O.[Cl:52][C:53]1[CH:58]=[CH:57][C:56]([S:59](Cl)(=[O:61])=[O:60])=[CH:55][CH:54]=1>>[Cl:52][C:53]1[CH:58]=[CH:57][C:56]([S:59]([NH:8][C@H:9]([C:32]([OH:34])=[O:33])[CH2:10][CH2:11][CH2:12][CH2:13][NH:14][C:15]([O:17][CH2:18][CH:19]2[C:20]3[CH:21]=[CH:22][CH:23]=[CH:24][C:25]=3[C:26]3[C:31]2=[CH:30][CH:29]=[CH:28][CH:27]=3)=[O:16])(=[O:61])=[O:60])=[CH:55][CH:54]=1 |f:1.2|. Procedure details: Nα-tert-butoxycarbonyl-Nε-(9-fluorenylmethoxycarbonyl)-L-lysine was deprotected at the α position by treatment with TFA/CH2Cl2 as described in the procedure outlined in example 24 and the resulting trifluoroacetate salt was alkylated with 4-chlorobenzenesulfonyl chloride as described in example 2, affording the title compound in 38% yield. Reactants: C(C)(C)(C)OC(=O)N[C@@H](CCCCNC(=O)OCC1C2=CC=CC=C2C=2C=CC=CC12)C(=O)O (Nα-tert-butoxycarbonyl-Nε-(9-fluorenylmethoxycarbonyl)-L-lysine), ClC1=CC=C(C=C1)S(=O)(=O)Cl (4-chlorobenzenesulfonyl chloride), C(=O)(C(F)(F)F)O.C(Cl)Cl (TFA CH2Cl2), FC(C(=O)[O-])(F)F (trifluoroacetate). Yields the product ClC1=CC=C(C=C1)S(=O)(=O)N[C@@H](CCCCNC(=O)OCC1C2=CC=CC=C2C=2C=CC=CC12)C(=O)O (Nα-(4-Chlorobenzenesulfonyl)-Nε-(9-fluorenylmethoxycarbonyl)-L-lysine). The yield is 38.0%. Starting materials: BrC1=CC=C(CC=2N(C=C(N2)C2=C(C=C(C=C2)Cl)Cl)C=2C=C(C=CC2)N2CC(NS2(=O)=O)=O)C=C1 (5-{3-[2-(4-Bromo-benzyl)-4-(2,4-dichloro-phenyl)-imidazol-1-yl]-phenyl}-1,2,5-thiadiazolidine-3-one-1,1-dioxide), C1(=CC=CC=C1)C/C=C/B(O)O (trans-3-phenyl-1-propen-1-ylboronic acid). The product is ClC1=C(C=CC(=C1)Cl)C=1N=C(N(C1)C=1C=C(C=CC1)N1CC(NS1(=O)=O)=O)CC1=CC=C(C=C1)C=CCC1=CC=CC=C1 (5-(3-{4-(2,4-dichloro-phenyl)-2-[4-(3-phenyl-propenyl)-benzyl]-imidazol-1-yl}-phenyl)-1,2,5-thiadiazolidine-3-one-1,1-dioxide). As a reaction SMILES: Br[C:2]1[CH:35]=[CH:34][C:5]([CH2:6][C:7]2[N:8]([C:20]3[CH:21]=[C:22]([N:26]4[S:30](=[O:32])(=[O:31])[NH:29][C:28](=[O:33])[CH2:27]4)[CH:23]=[CH:24][CH:25]=3)[CH:9]=[C:10]([C:12]3[CH:17]=[CH:16][C:15]([Cl:18])=[CH:14][C:13]=3[Cl:19])[N:11]=2)=[CH:4][CH:3]=1.[C:36]1([CH2:42]/[CH:43]=[CH:44]/B(O)O)[CH:41]=[CH:40][CH:39]=[CH:38][CH:37]=1>>[Cl:19][C:13]1[CH:14]=[C:15]([Cl:18])[CH:16]=[CH:17][C:12]=1[C:10]1[N:11]=[C:7]([CH2:6][C:5]2[CH:4]=[CH:3][C:2]([CH:44]=[CH:43][CH2:42][C:36]3[CH:41]=[CH:40][CH:39]=[CH:38][CH:37]=3)=[CH:35][CH:34]=2)[N:8]([C:20]2[CH:21]=[C:22]([N:26]3[S:30](=[O:31])(=[O:32])[NH:29][C:28](=[O:33])[CH2:27]3)[CH:23]=[CH:24][CH:25]=2)[CH:9]=1. Procedure: 5-{3-[2-(4-Bromo-benzyl)-4-(2,4-dichloro-phenyl)-imidazol-1-yl]-phenyl}-1,2,5-thiadiazolidine-3-one-1,1-dioxide (59 mg, 0.1 mmol) was treated as described in general procedure G using trans-3-phenyl-1-propen-1-ylboronic acid (49 mg, 0.3 mmol) to give 5-(3-{4-(2,4-dichloro-phenyl)-2-[4-(3-phenyl-propenyl)-benzyl]-imidazol-1-yl}-phenyl)-1,2,5-thiadiazolidine-3-one-1,1-dioxide.